Dataset: the Open Reaction Database (ORD), a public repository of structured organic reaction records. Task: describe an organic reaction: reactants, conditions, products, and yield The reactants are COC([C@@H](NC([C@@H](NC(=O)OCC1=CC=CC=C1)[C@@H](C)CC)=O)CC1=CNC2=CC=CC=C12)=O (N-benzyloxycarbonyl-(L)-isoleucyl-(L)-tryptophan methyl ester), C1CCOC1 (THF), C1(=CC=CC2=CC=CC=C12)S(=O)(=O)Cl (1-naphthalenesulfonyl chloride), ice. The reagents and catalysts are [C].[Pd] (palladium-carbon), CN(C)C1=CC=NC=C1 (4-(N,N-dimethylamino)pyridine). Solvent: CN(C=O)C (N,N-dimethylformamide). Conditions: temperature 0 celsius, time 3 hour. Product: COC([C@@H](NC([C@@H](NS(=O)(=O)C1=CC=CC2=CC=CC=C12)[C@@H](C)CC)=O)CC1=CNC2=CC=CC=C12)=O (N-(1-naphthylsulfonyl)-(L)-isoleucyl-(L)-tryptophan methyl ester). Yield: 77.4%. As a reaction SMILES: [CH3:1][O:2][C:3](=[O:34])[C@H:4]([CH2:24][C:25]1[C:33]2[C:28](=[CH:29][CH:30]=[CH:31][CH:32]=2)[NH:27][CH:26]=1)[NH:5][C:6](=[O:23])[C@H:7]([C@H:19]([CH2:21][CH3:22])[CH3:20])[NH:8]C(OCC1C=CC=CC=1)=O.C1COCC1.[C:40]1([S:50](Cl)(=[O:52])=[O:51])[C:49]2[C:44](=[CH:45][CH:46]=[CH:47][CH:48]=2)[CH:43]=[CH:42][CH:41]=1>CN(C)C=O.CN(C1C=CN=CC=1)C.[C].[Pd]>[CH3:1][O:2][C:3](=[O:34])[C@H:4]([CH2:24][C:25]1[C:33]2[C:28](=[CH:29][CH:30]=[CH:31][CH:32]=2)[NH:27][CH:26]=1)[NH:5][C:6](=[O:23])[C@H:7]([C@H:19]([CH2:21][CH3:22])[CH3:20])[NH:8][S:50]([C:40]1[C:49]2[C:44](=[CH:45][CH:46]=[CH:47][CH:48]=2)[CH:43]=[CH:42][CH:41]=1)(=[O:52])=[O:51] |f:5.6|. Procedure details: A mixture of N-benzyloxycarbonyl-(L)-isoleucyl-(L)-tryptophan methyl ester (11.3 g), palladium-carbon (5%, 50% wet, 3.0 g) and THF (50 ml) was subjected to catalytic hydrogenation at room temperature and atomospheric pressure. After the catalyst was filtered off, the filtrate was concentrated under reduced pressure to yield an oily substance. The oil was dissolved in N,N-dimethylformamide (50 ml), and 1-naphthalenesulfonyl chloride (5.8 g) and 4-(N,N-dimethylamino)pyridine (DMAP) (3.2 g) were ad... The reactants are COC(C1=C(C=C(C=C1)O)NC(=O)C1=CC=CC2=CC=CC=C12)=O (4-hydroxy-2-(naphthoylamino)-benzoic acid methyl ester), C(=O)(O)[O-].[Na+] (NaHCO3), C1(=CC=C(C=C1)C=CC(=O)O)C1=CC=CC=C1 (3-biphenyl-4-yl-acrylic acid). Run in CC(=O)C (acetone), O=S(Cl)Cl (SOCl2). Reaction conditions: time 18 hour. Yields the product COC(C1=C(C=C(C=C1)O)NC(\C=C\C1=CC=C(C=C1)C1=CC=CC=C1)=O)=O (2-{[(2E)-3-(1,1′-biphenyl-4-yl)prop-2-enoyl]amino}-4-hydroxybenzoic acid methyl ester). Yield: 79.2%. As a reaction SMILES: [C:1]1([C:12]2[CH:17]=[CH:16][CH:15]=[CH:14][CH:13]=2)[CH:6]=[CH:5][C:4]([CH:7]=[CH:8][C:9]([OH:11])=O)=[CH:3][CH:2]=1.[CH3:18][O:19][C:20](=[O:41])[C:21]1[CH:26]=[CH:25][C:24]([OH:27])=[CH:23][C:22]=1[NH:28]C(C1C2C(=CC=CC=2)C=CC=1)=O.C([O-])(O)=O.[Na+]>O=S(Cl)Cl.CC(C)=O>[CH3:18][O:19][C:20](=[O:41])[C:21]1[CH:26]=[CH:25][C:24]([OH:27])=[CH:23][C:22]=1[NH:28][C:9](=[O:11])/[CH:8]=[CH:7]/[C:4]1[CH:3]=[CH:2][C:1]([C:12]2[CH:17]=[CH:16][CH:15]=[CH:14][CH:13]=2)=[CH:6][CH:5]=1 |f:2.3|. Procedure details: A mixture of 3-biphenyl-4-yl-acrylic acid (0.449 g, 2.004 mmol) in SOCl2 (5 ml) was refluxed for 2 h. After cooling, the solvent was removed. The residue was dissolved in acetone and added into a stirred solution of 4-hydroxy-2-(naphthoylamino)-benzoic acid methyl ester (0.335 g, 2.004 mmol) in acetone (10 ml) with NaHCO3 (0.202 g, 2.405 mmol). After 18 h, the reaction mixture was concentrated. The residue was triturated with water, filtered and the solids rinsed with ether and dried to give 2-{... Starting materials: O=C1NC2=CC=CC=C2C=C1C1CCN(CC1)C(=O)O[C@@H](C(=O)OC)CC=1C=C2C=NNC2=C(C1)C ((R)-1-methoxy-3-(7-methyl-1H-indazol-5-yl)-1-oxopropan-2-yl 4-(2-oxo-1,2-dihydroquinolin-3-yl)piperidine-1-carboxylate), O.[OH-].[Li+] (lithium hydroxide monohydrate). Solvent: CO (methanol), O1CCCC1 (tetrahydrofuran), O (water). Conditions: temperature 0 celsius, time 2 hour. The product is CC=1C=C(C=C2C=NNC12)C[C@H](C(=O)O)OC(=O)N1CCC(CC1)C=1C(NC2=CC=CC=C2C1)=O ((R)-3-(7-Methyl-1H-indazol-5-yl)-2-(4-(2-oxo-1,2-dihydroquinolin-3-yl)piperidine-1-carbonyloxy)propanoic acid). As a reaction SMILES: [O:1]=[C:2]1[C:11]([CH:12]2[CH2:17][CH2:16][N:15]([C:18]([O:20][C@H:21]([CH2:26][C:27]3[CH:28]=[C:29]4[C:33](=[C:34]([CH3:36])[CH:35]=3)[NH:32][N:31]=[CH:30]4)[C:22]([O:24]C)=[O:23])=[O:19])[CH2:14][CH2:13]2)=[CH:10][C:9]2[C:4](=[CH:5][CH:6]=[CH:7][CH:8]=2)[NH:3]1.O.[OH-].[Li+]>CO.O1CCCC1.O>[CH3:36][C:34]1[CH:35]=[C:27]([CH2:26][C@@H:21]([O:20][C:18]([N:15]2[CH2:14][CH2:13][CH:12]([C:11]3[C:2](=[O:1])[NH:3][C:4]4[C:9]([CH:10]=3)=[CH:8][CH:7]=[CH:6][CH:5]=4)[CH2:17][CH2:16]2)=[O:19])[C:22]([OH:24])=[O:23])[CH:28]=[C:29]2[C:33]=1[NH:32][N:31]=[CH:30]2 |f:1.2.3|. Procedure: To a solution of (R)-1-methoxy-3-(7-methyl-1H-indazol-5-yl)-1-oxopropan-2-yl 4-(2-oxo-1,2-dihydroquinolin-3-yl)piperidine-1-carboxylate (1.20 g, 2.46 mmol) in methanol (10 mL) and tetrahydrofuran (10 mL) at 0° C. was added a precooled solution of lithium hydroxide monohydrate (309 mg, 3.0 equiv) in water (10 mL). After 2 h, the reaction was concentrated under high vaccuum (<25° C.). The resulting residue was dissolved in water (20 mL), cooled to 0° C., and acidified to ca. pH 2 with 1 N hydrochl... The reactants are [Al+3], COc1ccc(-c2cc3ccccc3o2)cc1, Cc1cc(C)cc(C(=O)Cl)c1, [Cl-], [Cl-], [Cl-], O=[N+]([O-])c1ccccc1, O. The product is COc1ccc(-c2oc3ccccc3c2C(=O)c2cc(C)cc(C)c2)cc1. RXN SMILES: [Al+3:2].[CH3:14][O:15][c:16]1[cH:17][cH:18][c:19](-[c:22]2[o:23][c:24]3[c:25]([cH:26]2)[cH:27][cH:28][cH:29][cH:30]3)[cH:20][cH:21]1.[CH3:31][c:32]1[cH:33][c:34]([C:35](=[O:36])[Cl:37])[cH:38][c:39]([CH3:41])[cH:40]1.[Cl-:1].[Cl-:3].[Cl-:4].[O-:5][N+:6]([c:7]1[cH:8][cH:9][cH:10][cH:11][cH:12]1)=[O:13].[OH2:42]>>[CH3:14][O:15][c:16]1[cH:17][cH:18][c:19](-[c:22]2[o:23][c:24]3[c:25]([c:26]2[C:35]([c:34]2[cH:33][c:32]([CH3:31])[cH:40][c:39]([CH3:41])[cH:38]2)=[O:36])[cH:27][cH:28][cH:29][cH:30]3)[cH:20][cH:21]1. Reactants: C1CCOC1, CCOC(=O)C=Cc1ccc(Oc2c(-c3ccccc3)c(C)cc3ccccc23)cc1, CCO, [Na+], [OH-]. Product: Cc1cc2ccccc2c(Oc2ccc(C=CC(=O)O)cc2)c1-c1ccccc1. RXN SMILES: [CH2:34]1[O:35][CH2:36][CH2:37][CH2:38]1.[CH3:1][c:2]1[c:3](-[c:26]2[cH:27][cH:28][cH:29][cH:30][cH:31]2)[c:4]([O:12][c:13]2[cH:14][cH:15][c:16]([CH:19]=[CH:20][C:21](=[O:22])[O:23][CH2:24][CH3:25])[cH:17][cH:18]2)[c:5]2[cH:6][cH:7][cH:8][cH:9][c:10]2[cH:11]1.[CH3:39][CH2:40][OH:41].[Na+:33].[OH-:32]>>[CH3:1][c:2]1[c:3](-[c:26]2[cH:27][cH:28][cH:29][cH:30][cH:31]2)[c:4]([O:12][c:13]2[cH:14][cH:15][c:16]([CH:19]=[CH:20][C:21](=[O:22])[OH:23])[cH:17][cH:18]2)[c:5]2[cH:6][cH:7][cH:8][cH:9][c:10]2[cH:11]1. The reactants are CC(=O)OC1CC(COC(=O)c2ccccc2)OC1OC(C)=O, O=C([O-])O, CN([SiH](C)C)[Si](C)(C)C, Clc1ncnc2nc[nH]c12, [NH4+], [NH4+], [Na+], O=S(=O)([O-])[O-], C[Si](C)(C)OS(=O)(=O)C(F)(F)F. Product: CC(=O)OC1CC(COC(=O)c2ccccc2)OC1n1cnc2c(Cl)ncnc21. Reaction SMILES: [C:27]([O:28][CH:31]1[CH:32]([O:33][C:34]([CH3:35])=[O:36])[CH2:37][CH:38]([CH2:40][O:41][C:42]([c:43]2[cH:44][cH:45][cH:46][cH:47][cH:48]2)=[O:49])[O:39]1)(=[O:29])[CH3:30].[C:62](=[O:63])([OH:64])[O-:65].[CH3:18][SiH:19]([CH3:20])[N:21]([CH3:22])[Si:23]([CH3:24])([CH3:25])[CH3:26].[Cl:8][c:9]1[c:10]2[nH:11][cH:12][n:13][c:14]2[n:15][cH:16][n:17]1.[NH4+:1].[NH4+:2].[Na+:66].[O-:3][S:4](=[O:5])(=[O:6])[O-:7].[S:50]([O:51][Si:52]([CH3:53])([CH3:54])[CH3:55])([C:56]([F:57])([F:58])[F:59])(=[O:60])=[O:61]>>[Cl:8][c:9]1[c:10]2[n:11][cH:12][n:13]([CH:31]3[CH:32]([O:33][C:34]([CH3:35])=[O:36])[CH2:37][CH:38]([CH2:40][O:41][C:42]([c:43]4[cH:44][cH:45][cH:46][cH:47][cH:48]4)=[O:49])[O:39]3)[c:14]2[n:15][cH:16][n:17]1. The reactants are Cc1nc(-c2ccc(C(F)(F)F)cc2)ccc1CO, ClCCl, O=S(Cl)Cl. The product is Cc1nc(-c2ccc(C(F)(F)F)cc2)ccc1CCl. Reaction SMILES: [CH3:1][c:2]1[n:3][c:4](-[c:10]2[cH:11][cH:12][c:13]([C:16]([F:17])([F:18])[F:19])[cH:14][cH:15]2)[cH:5][cH:6][c:7]1[CH2:8][OH:9].[Cl:24][CH2:25][Cl:26].[S:20]([Cl:21])([Cl:22])=[O:23]>>[CH3:1][c:2]1[n:3][c:4](-[c:10]2[cH:11][cH:12][c:13]([C:16]([F:17])([F:18])[F:19])[cH:14][cH:15]2)[cH:5][cH:6][c:7]1[CH2:8][Cl:22].